From a dataset of the Open Reaction Database (ORD), a public repository of structured organic reaction records. describe an organic reaction: reactants, conditions, products, and yield Reactants: CC(C)O, O=C(O)CCC(=O)c1ccc(-c2ccc(Cl)cc2F)cc1, NC1CCCCC1. Yields the product O=C(O)CCCc1ccc(-c2ccc(Cl)cc2F)cc1. RXN SMILES: [CH:29]([OH:30])([CH3:31])[CH3:32].[F:1][c:2]1[c:3](-[c:9]2[cH:10][cH:11][c:12]([C:15]([CH2:16][CH2:17][C:18](=[O:19])[OH:20])=[O:21])[cH:13][cH:14]2)[cH:4][cH:5][c:6]([Cl:8])[cH:7]1.[NH2:22][CH:23]1[CH2:24][CH2:25][CH2:26][CH2:27][CH2:28]1>>[F:1][c:2]1[c:3](-[c:9]2[cH:10][cH:11][c:12]([CH2:15][CH2:16][CH2:17][C:18](=[O:19])[OH:20])[cH:13][cH:14]2)[cH:4][cH:5][c:6]([Cl:8])[cH:7]1. Starting materials: ClC1=C(C=C(CN)C=C1)NC1=NC2=C(N1)C=C(C(=C2)Cl)N2C(CCC2)CN(C)C (4-chloro-3-[5-chloro-6-(2-dimethylaminomethyl-pyrrolidin-1-yl)-1H-benzimidazol-2-ylamino]-benzylamine), C(C(C)(C)C)(=O)Cl (pivaloyl chloride), TEA. The solvent is C1CCOC1 (THF). Yields the product ClC1=C(C=C(CNC(C(C)(C)C)=O)C=C1)NC1=NC2=C(N1)C=C(C(=C2)Cl)N2C(CCC2)CN(C)C (N-{4-Chloro-3-[5-chloro-6-(2-dimethylaminomethyl-pyrrolidin-1-yl)-1H-benzimidazol-2-ylamino]-benzyl}-2,2-dimethyl-propionamide). RXN SMILES: [Cl:1][C:2]1[CH:9]=[CH:8][C:5]([CH2:6][NH2:7])=[CH:4][C:3]=1[NH:10][C:11]1[NH:15][C:14]2[CH:16]=[C:17]([N:21]3[CH2:25][CH2:24][CH2:23][CH:22]3[CH2:26][N:27]([CH3:29])[CH3:28])[C:18]([Cl:20])=[CH:19][C:13]=2[N:12]=1.[C:30](Cl)(=[O:35])[C:31]([CH3:34])([CH3:33])[CH3:32]>C1COCC1>[Cl:1][C:2]1[CH:9]=[CH:8][C:5]([CH2:6][NH:7][C:30](=[O:35])[C:31]([CH3:34])([CH3:33])[CH3:32])=[CH:4][C:3]=1[NH:10][C:11]1[NH:15][C:14]2[CH:16]=[C:17]([N:21]3[CH2:25][CH2:24][CH2:23][CH:22]3[CH2:26][N:27]([CH3:29])[CH3:28])[C:18]([Cl:20])=[CH:19][C:13]=2[N:12]=1. Reported procedure: The title compound was prepared analogously to example 3 step (e) from 4-chloro-3-[5-chloro-6-(2-dimethylaminomethyl-pyrrolidin-1-yl)-1H-benzimidazol-2-ylamino]-benzylamine (30 mg), pivaloyl chloride (10 μL, 0.06 mmol) and TEA (70 μL, 0.54 mmol) in THF (2 mL). Starting materials: FC=1C=C(COCC2=CC=CC(=N2)N)C=CC1 (6-(3-fluoro-benzyloxymethyl)-pyridin-2-ylamine), ClC=1C=C(C=CC1)S(=O)(=O)Cl (3-chloro-benzenesulfonyl chloride). Procedure details: This material was prepared in analogy to example 1 from 6-(3-fluoro-benzyloxymethyl)-pyridin-2-ylamine (0.06 g) and 3-chloro-benzenesulfonyl chloride (0.06 g) as a yellow gum (0.07 g). MS (ESI−): 405.1 ([M−H]−). As a reaction SMILES: [F:1][C:2]1[CH:3]=[C:4]([CH:15]=[CH:16][CH:17]=1)[CH2:5][O:6][CH2:7][C:8]1[N:13]=[C:12]([NH2:14])[CH:11]=[CH:10][CH:9]=1.[Cl:18][C:19]1[CH:20]=[C:21]([S:25](Cl)(=[O:27])=[O:26])[CH:22]=[CH:23][CH:24]=1>>[Cl:18][C:19]1[CH:20]=[C:21]([S:25]([NH:14][C:12]2[CH:11]=[CH:10][CH:9]=[C:8]([CH2:7][O:6][CH2:5][C:4]3[CH:15]=[CH:16][CH:17]=[C:2]([F:1])[CH:3]=3)[N:13]=2)(=[O:27])=[O:26])[CH:22]=[CH:23][CH:24]=1. Yields the product ClC=1C=C(C=CC1)S(=O)(=O)NC1=NC(=CC=C1)COCC1=CC(=CC=C1)F (3-Chloro-N-[6-(3-fluoro-benzyloxymethyl)-pyridin-2-yl]-benzenesulfonamide).